From a dataset of the Open Reaction Database (ORD), a public repository of structured organic reaction records. describe an organic reaction: reactants, conditions, products, and yield Starting materials: O=C(O)c1cncc(Cl)n1, O=S(Cl)Cl. Yields the product O=C(Cl)c1cncc(Cl)n1. As a reaction SMILES: [Cl:1][c:2]1[n:3][c:4]([C:8](=[O:9])[OH:10])[cH:5][n:6][cH:7]1.[S:11]([Cl:12])([Cl:13])=[O:14]>>[Cl:1][c:2]1[n:3][c:4]([C:8](=[O:10])[Cl:13])[cH:5][n:6][cH:7]1. Reactants: C(C)(C)(C)OC(=O)N1CCN(CC1)C1=NC=C(C=C1Cl)C(F)(F)F (4-(3-chloro-5-trifluoromethylpyridin-2-yl)piperazine-1-carboxylic acid tert-butyl ester), C1(CC1)B(O)O (cyclopropylboronic acid). Yields the product Cl.C1(CC1)C=1C(=NC=C(C1)C(F)(F)F)N1CCNCC1 (1-(3-cyclopropyl-5-trifluoromethylpyridin-2-yl)piperazine hydrochloride). Yield: 94.4%. RXN SMILES: C(OC([N:8]1[CH2:13][CH2:12][N:11]([C:14]2[C:19]([Cl:20])=[CH:18][C:17]([C:21]([F:24])([F:23])[F:22])=[CH:16][N:15]=2)[CH2:10][CH2:9]1)=O)(C)(C)C.[CH:25]1(B(O)O)[CH2:27][CH2:26]1>>[ClH:20].[CH:25]1([C:19]2[C:14]([N:11]3[CH2:10][CH2:9][NH:8][CH2:13][CH2:12]3)=[N:15][CH:16]=[C:17]([C:21]([F:22])([F:23])[F:24])[CH:18]=2)[CH2:27][CH2:26]1 |f:2.3|. Reported procedure: By reaction and treatment in the same manner as in Preparation Example 49 and using 4-(3-chloro-5-trifluoromethylpyridin-2-yl)piperazine-1-carboxylic acid tert-butyl ester (7.3 g), which is the intermediate described in Preparation Example 51, and cyclopropylboronic acid (4.2 g), the title compound (5.8 g) was obtained. Starting materials: NC=1C=C(C(=O)NC2=CC(=C(C=C2)Cl)Cl)C=CC1OC (3-Amino-4-methoxy-N-(3,4-dichlorophenyl)-benzamide), ClC=1C=C(C=C(C1)Cl)S(=O)(=O)Cl (3,5-dichlorobenzenesulfonyl chloride). Reagents/catalysts: CN(C1=CC=NC=C1)C (4-dimethylaminopyridine). The product is ClC=1C=C(C=C(C1)Cl)S(=O)(=O)NC=1C=C(C(=O)NC2=CC(=C(C=C2)Cl)Cl)C=CC1OC (3-(3,5-Dichloro-benzenesulfonylamino)-4-methoxy-N-(3,4-dichlorophenyl)-benzamide). Yield: 98.0%. As a reaction SMILES: [NH2:1][C:2]1[CH:3]=[C:4]([CH:16]=[CH:17][C:18]=1[O:19][CH3:20])[C:5]([NH:7][C:8]1[CH:13]=[CH:12][C:11]([Cl:14])=[C:10]([Cl:15])[CH:9]=1)=[O:6].[Cl:21][C:22]1[CH:23]=[C:24]([S:29](Cl)(=[O:31])=[O:30])[CH:25]=[C:26]([Cl:28])[CH:27]=1>CN(C)C1C=CN=CC=1>[Cl:28][C:26]1[CH:25]=[C:24]([S:29]([NH:1][C:2]2[CH:3]=[C:4]([CH:16]=[CH:17][C:18]=2[O:19][CH3:20])[C:5]([NH:7][C:8]2[CH:13]=[CH:12][C:11]([Cl:14])=[C:10]([Cl:15])[CH:9]=2)=[O:6])(=[O:30])=[O:31])[CH:23]=[C:22]([Cl:21])[CH:27]=1. Reported procedure: Prepared according to the procedure described for Example 116 using 3-amino-4-methoxy-N-(3,4-dichlorophenyl)-benzamide from Example 4 (0.932 g, 3.00 mmol), 3,5-dichlorobenzenesulfonyl chloride (0.737 g, 3.00 mmol) and 4-dimethylaminopyridine to afford the product (1.53 g); m.p. >230° C. (dec).